From a dataset of the Open Reaction Database (ORD), a public repository of structured organic reaction records. describe an organic reaction: reactants, conditions, products, and yield Reactants: NCC=1N(C=C(C(C1)=O)OCC1=CC=CC=C1)CC1=CC=CC=C1 (2-(aminomethyl)-5-(phenylmethoxy)-1-(phenylmethyl)-4(1H)-pyridinone), ClCCN=C=O (2-chloroethylisocyanate). Solvent: C(C)(=O)OCC (ethyl acetate). Run at time 8 hour. The product is ClCCNC(=O)NCC1(NC=C(C(C1)=O)OCC1=CC=CC=C1)CC1=CC=CC=C1 (2-[[[[(2-Chloroethyl)amino]carbonyl]amino]methyl]-5-(phenylmethoxy)-2-(phenylmethyl)-4(1H)-pyridinone). Yield: 185.7%. RXN SMILES: [NH2:1][CH2:2][C:3]1[N:4](CC2C=CC=CC=2)[CH:5]=[C:6]([O:10][CH2:11][C:12]2[CH:17]=[CH:16][CH:15]=[CH:14][CH:13]=2)[C:7](=[O:9])[CH:8]=1.[Cl:25][CH2:26][CH2:27][N:28]=[C:29]=[O:30]>C(OCC)(=O)C>[Cl:25][CH2:26][CH2:27][NH:28][C:29]([NH:1][CH2:2][C:3]1([CH2:11][C:12]2[CH:17]=[CH:16][CH:15]=[CH:14][CH:13]=2)[CH2:8][C:7](=[O:9])[C:6]([O:10][CH2:11][C:12]2[CH:13]=[CH:14][CH:15]=[CH:16][CH:17]=2)=[CH:5][NH:4]1)=[O:30]. Procedure details: To a suspension of 48.0 g (0.15 mol) of 2-(aminomethyl)-5-(phenylmethoxy)-1-(phenylmethyl)-4(1H)-pyridinone in 1.5 l of ethyl acetate was added 12.8 ml (0.15 mol) of 2-chloroethylisocyanate. The mixture was stirred overnight at room temperature, the product filtered off by suction, washed with ethyl acetate, and dried in vacuo, yielding 59.6 g of the title compound, melting point 130° C. Run in CN(C=O)C (N,N-dimethylformamide). Yields the product C(C)OC(C(CC1=C2C=CN(C2=CC=C1)CC=1N=C(OC1C)C1=C(C=CC=C1)F)OCC)=O (rac-2-ethoxy-3-{1-[2-(2-fluoro-phenyl)-5-methyl-oxazol-4-ylmethyl]-1H-indol-4-yl}-propionic acid ethyl ester). The reactants are C(C)OC(C(CC1=C2C=CNC2=CC=C1)OCC)=O (rac-2-ethoxy-3-(1H-indol-4-yl)-propionic acid ethyl ester), ClCC=1N=C(OC1C)C1=C(C=CC=C1)F (4-chloromethyl-2-(2-fluoro-phenyl)-5-methyl-oxazole), [H-].[Na+] (sodium hydride). RXN SMILES: [CH2:1]([O:3][C:4](=[O:19])[CH:5]([O:16][CH2:17][CH3:18])[CH2:6][C:7]1[CH:15]=[CH:14][CH:13]=[C:12]2[C:8]=1[CH:9]=[CH:10][NH:11]2)[CH3:2].Cl[CH2:21][C:22]1[N:23]=[C:24]([C:28]2[CH:33]=[CH:32][CH:31]=[CH:30][C:29]=2[F:34])[O:25][C:26]=1[CH3:27].[H-].[Na+]>CN(C)C=O>[CH2:1]([O:3][C:4](=[O:19])[CH:5]([O:16][CH2:17][CH3:18])[CH2:6][C:7]1[CH:15]=[CH:14][CH:13]=[C:12]2[C:8]=1[CH:9]=[CH:10][N:11]2[CH2:21][C:22]1[N:23]=[C:24]([C:28]2[CH:33]=[CH:32][CH:31]=[CH:30][C:29]=2[F:34])[O:25][C:26]=1[CH3:27])[CH3:2] |f:2.3|. Reported procedure: In analogy to the procedures described in examples 1 a] and 1 b], rac-2-ethoxy-3-(1H-indol-4-yl)-propionic acid ethyl ester was reacted with 4-chloromethyl-2-(2-fluoro-phenyl)-5-methyl-oxazole in N,N-dimethylformamide in the presence of sodium hydride to yield rac-2-ethoxy-3-{1-[2-(2-fluoro-phenyl)-5-methyl-oxazol-4-ylmethyl]-1H-indol-4-yl}-propionic acid ethyl ester, which was subsequently saponified to yield rac-2-ethoxy-3-{1-[2-(2-fluoro-phenyl)-5-methyl-oxazol-4-ylmethyl]-1H-indol-4-yl}-prop...